Dataset: the Open Reaction Database (ORD), a public repository of structured organic reaction records. Task: describe an organic reaction: reactants, conditions, products, and yield Reactants: CC#N, CS(C)=O, O=C1Nc2cc(F)cnc2C1C(=O)c1cccs1, O. The product is NC(=O)N1C(=O)C(C(=O)c2cccs2)c2ncc(F)cc21. RXN SMILES: [CH3:19][C:20]#[N:21].[CH3:22][S:23](=[O:24])[CH3:25].[F:1][c:2]1[cH:3][n:4][c:5]2[c:9]([cH:10]1)[NH:8][C:7](=[O:11])[CH:6]2[C:12]([c:13]1[cH:14][cH:15][cH:16][s:17]1)=[O:18].[OH2:26]>>[F:1][c:2]1[cH:3][n:4][c:5]2[c:9]([cH:10]1)[N:8]([C:20]([NH2:21])=[O:24])[C:7](=[O:11])[CH:6]2[C:12]([c:13]1[cH:14][cH:15][cH:16][s:17]1)=[O:18].